Dataset: the Open Reaction Database (ORD), a public repository of structured organic reaction records. Task: describe an organic reaction: reactants, conditions, products, and yield The reactants are Br, COc1ccc2[nH]cc(C)c2c1, C1COCCO1, c1c[nH]cn1. Yields the product COc1ccc2[nH]c(-n3ccnc3)c(C)c2c1. Reaction SMILES: [Br:1].[CH3:2][O:3][c:4]1[cH:5][c:6]2[c:7]([CH3:13])[cH:8][nH:9][c:10]2[cH:11][cH:12]1.[O:19]1[CH2:20][CH2:21][O:22][CH2:23][CH2:24]1.[nH:14]1[cH:15][n:16][cH:17][cH:18]1>>[CH3:2][O:3][c:4]1[cH:5][c:6]2[c:7]([CH3:13])[c:8](-[n:14]3[cH:15][n:16][cH:17][cH:18]3)[nH:9][c:10]2[cH:11][cH:12]1. Reactants: O=C([O-])C(=O)C(=O)[O-], Cl, NNc1ccccc1, [Na+], [Na+], O. Yields the product O=C(O)C(=NNc1ccccc1)C(=O)O. RXN SMILES: [C:2]([C:3](=[O:4])[C:5](=[O:6])[O-:7])(=[O:8])[O-:9].[ClH:20].[NH2:12][NH:13][c:14]1[cH:15][cH:16][cH:17][cH:18][cH:19]1.[Na+:10].[Na+:11].[OH2:1]>>[C:2]([C:3]([C:5](=[O:6])[OH:7])=[N:12][NH:13][c:14]1[cH:15][cH:16][cH:17][cH:18][cH:19]1)(=[O:8])[OH:9]. The reactants are CCOC(C)=O, Cc1ncoc1-c1nnc(SCCCCl)n1C, Fc1cc(C(F)(F)F)ccc1C12CNCC1C2, [I-], [K+], [K+], [Na+], O=C([O-])[O-], CN(C)C=O. The product is Cl, Cc1ncoc1-c1nnc(SCCCN2CC3CC3(c3ccc(C(F)(F)F)cc3F)C2)n1C. Reaction SMILES: [CH3:48][CH2:49][O:50][C:51](=[O:52])[CH3:53].[Cl:18][CH2:19][CH2:20][CH2:21][S:22][c:23]1[n:24][n:25][c:26](-[c:29]2[c:30]([CH3:34])[n:31][cH:32][o:33]2)[n:27]1[CH3:28].[F:1][c:2]1[c:3]([C:12]23[CH2:13][NH:14][CH2:15][CH:16]2[CH2:17]3)[cH:4][cH:5][c:6]([C:8]([F:9])([F:10])[F:11])[cH:7]1.[I-:41].[K+:35].[K+:36].[Na+:42].[O-:37][C:38]([O-:39])=[O:40].[O:43]=[CH:44][N:45]([CH3:46])[CH3:47]>>[ClH:18].[F:1][c:2]1[c:3]([C:12]23[CH2:13][N:14]([CH2:19][CH2:20][CH2:21][S:22][c:23]4[n:24][n:25][c:26](-[c:29]5[c:30]([CH3:34])[n:31][cH:32][o:33]5)[n:27]4[CH3:28])[CH2:15][CH:16]2[CH2:17]3)[cH:4][cH:5][c:6]([C:8]([F:9])([F:10])[F:11])[cH:7]1. Starting materials: NC1CCCc2c1[nH]c1ccc(Br)cc21, C[Si](C)(C)N=C=O, CC(C)O. The product is NC(=O)NC1CCCc2c1[nH]c1ccc(Br)cc21. Reaction SMILES: [Br:1][c:2]1[cH:3][c:4]2[c:5]3[c:10]([nH:11][c:12]2[cH:13][cH:14]1)[CH:9]([NH2:15])[CH2:8][CH2:7][CH2:6]3.[CH3:16][Si:17]([CH3:18])([CH3:19])[N:20]=[C:21]=[O:22].[CH:23]([OH:24])([CH3:25])[CH3:26]>>[Br:1][c:2]1[cH:3][c:4]2[c:5]3[c:10]([nH:11][c:12]2[cH:13][cH:14]1)[CH:9]([NH:15][C:21]([NH2:20])=[O:22])[CH2:8][CH2:7][CH2:6]3. Starting materials: ClC1=C(C=CC(=C1)Cl)C (2,4-dichlorotoluene), ice, O (water), [Br-].[Na+] (sodium bromide), ceric ammonium nitrate. Run in C(C)(=O)O (acetic acid). Conditions: temperature 80 celsius. Yields the product ClC1=C(CBr)C=CC(=C1)Cl (2,4-Dichlorobenzyl bromide). As a reaction SMILES: [Cl:1][C:2]1[CH:7]=[C:6]([Cl:8])[CH:5]=[CH:4][C:3]=1[CH3:9].[Br-:10].[Na+].O>C(O)(=O)C>[Cl:1][C:2]1[CH:7]=[C:6]([Cl:8])[CH:5]=[CH:4][C:3]=1[CH2:9][Br:10] |f:1.2|. Reported procedure: To a 500 mL round bottom flask fitted with a Teflon magnetic stirrer was added 2,4-dichlorotoluene (Aldrich) (14.4 g, 90 mmol) in 300 mL glacial acetic acid. To this was added sodium bromide (9.4 g, 92 mmol) and anhydrous ceric ammonium nitrate (100 g, 182 mmol) and the reaction mixture was heated at 80° C. for 2.5 h. The reaction mixture was then poured into 1000 g of ice and water. The slurry was extracted with ether (3×200 mL) and the combined ether layers were washed with saturated aqueous s... Starting materials: ClC1=CC=C(C=C1)S(=O)(=O)NCCCCC(C=O)CCCC=1C=NC=CC1 (6-(p-chlorophenylsulfonamido)-2-[3-(3-pyridyl)propyl]-hexanal), C1(=CC=CC=C1)P(C1=CC=CC=C1)(C1=CC=CC=C1)=CC(=O)OC (methyl (triphenylphosphoranylidene)-acetate). The solvent is C(Cl)(Cl)Cl (chloroform). Yields the product ClC1=CC=C(C=C1)S(=O)(=O)NCCCCC(C=CC(=O)OC)CCCC=1C=NC=CC1 (methyl 8-(p-chlorophenylsulfonamido)-4-[3-(3-pyridyl)propyl]-oct-2-enoate). RXN SMILES: [Cl:1][C:2]1[CH:7]=[CH:6][C:5]([S:8]([NH:11][CH2:12][CH2:13][CH2:14][CH2:15][CH:16]([CH2:19][CH2:20][CH2:21][C:22]2[CH:23]=[N:24][CH:25]=[CH:26][CH:27]=2)[CH:17]=O)(=[O:10])=[O:9])=[CH:4][CH:3]=1.C1(P(=[CH:47][C:48]([O:50][CH3:51])=[O:49])(C2C=CC=CC=2)C2C=CC=CC=2)C=CC=CC=1>C(Cl)(Cl)Cl>[Cl:1][C:2]1[CH:7]=[CH:6][C:5]([S:8]([NH:11][CH2:12][CH2:13][CH2:14][CH2:15][CH:16]([CH2:19][CH2:20][CH2:21][C:22]2[CH:23]=[N:24][CH:25]=[CH:26][CH:27]=2)[CH:17]=[CH:47][C:48]([O:50][CH3:51])=[O:49])(=[O:10])=[O:9])=[CH:4][CH:3]=1. Procedure details: To a solution of 3.08 g (7.5 mmol) of 6-(p-chlorophenylsulfonamido)-2-[3-(3-pyridyl)propyl]-hexanal in 40 ml chloroform is added 2.88 g (8.4 mmol) of methyl (triphenylphosphoranylidene)-acetate and then subjected to reflux for 3 h. The solvent is evaporated and the residue taken up in ether and extracted with 0.5N HCl (3×20 ml). The aqueous extracts are combined and washed with ether. The aqueous phase is adjusted to pH 8 and then extracted with methylene chloride (3×50 ml). Combined organic ext...